This data is from the Open Reaction Database (ORD), a public repository of structured organic reaction records. The task is: describe an organic reaction: reactants, conditions, products, and yield Reactants: [OH-].[Na+] (sodium hydroxide), CC1=CC=CC=2SC(OC21)=O (7-methylbenzo[d][1,3]oxathiol-2-one), CC1=CC=CC=2SC(OC21)=O (7-methylbenzo[d][1,3]oxathiol-2-one). The solvent is C(C)O (ethanol). Reaction conditions: temperature 60 celsius, time 1 hour. Yields the product SC1=C(C(=CC=C1)C)O (2-mercapto-6-methylphenol). Yield: 93.8%. As a reaction SMILES: [OH-].[Na+].[CH3:3][C:4]1[C:12]2[O:11]C(=O)[S:9][C:8]=2[CH:7]=[CH:6][CH:5]=1>C(O)C>[SH:9][C:8]1[CH:7]=[CH:6][CH:5]=[C:4]([CH3:3])[C:12]=1[OH:11] |f:0.1|. Procedure: A 2 N aqueous sodium hydroxide solution (15 ml) was added to a solution of 7-methylbenzo[d][1,3]oxathiol-2-one (Compound 102) (2.34 g, 14.44 mmol) in ethanol (15 ml), and the mixture was stirred at 60° C. for 1 hour. The reaction mixture was then quenched by adding concentrated hydrochloric acid thereto at 0° C., after which the mixture was extracted with ethyl acetate and the organic layer was washed with water. The organic extract was then dried over sodium sulfate to afford 2-mercapto-6-methy... Starting materials: ClC1=CC=C(C=C1)N1N=C(N(C1=O)C(F)F)C (4,5-Dihydro-1-(4-chlorophenyl)-3-methyl-4-difluoromethyl-1,2,4-triazol-5(1H)-one), [B-](F)(F)(F)F.[B-](F)(F)(F)F.C1C[N+]2(CC[N+]1(CC2)CCl)F (F-TEDA), [B-](F)(F)(F)F.[B-](F)(F)(F)F.C1C[N+]2(CC[N+]1(CC2)CCl)F (F-TEDA). Run in C(C)#N (acetonitrile). Conditions: temperature 82 celsius, time 24 hour. Yields the product ClC1=CC(=C(C=C1)N1N=C(N(C1=O)C(F)F)C)F (4,5-Dihydro-1-(4-chloro-2-fluorophenyl)-3-methyl-4-difluoromethyl-1,2,4-triazol-5(1H)-one). The yield is 54.4%. As a reaction SMILES: [Cl:1][C:2]1[CH:7]=[CH:6][C:5]([N:8]2[C:12](=[O:13])[N:11]([CH:14]([F:16])[F:15])[C:10]([CH3:17])=[N:9]2)=[CH:4][CH:3]=1.[B-](F)(F)(F)[F:19].[B-](F)(F)(F)F.C1[N+]2(CCl)CC[N+](F)(CC2)C1>C(#N)C>[Cl:1][C:2]1[CH:7]=[CH:6][C:5]([N:8]2[C:12](=[O:13])[N:11]([CH:14]([F:15])[F:16])[C:10]([CH3:17])=[N:9]2)=[C:4]([F:19])[CH:3]=1 |f:1.2.3|. Reported procedure: Under a nitrogen atmosphere, a stirred solution of 5.0 grams (0.0192 mole—1.0 equiv.) of 4,5-Dihydro-1-(4-chlorophenyl)-3-methyl-4-difluoromethyl-1,2,4-triazol-5(1H)-one and 6.8 grams (0.0192 mole—1.0 equiv.) of F-TEDA in 50 mL of acetonitrile (% Wt/Vol triazolinone to solvent—10%) was stirred at 82° C. for 24 hours. After this time, an additional 6.8 grams (0.0192 mole—1.0 equiv.) of F-TEDA was added. Upon completion of addition, the reaction mixture was stirred at 82° C. for an additional 24 h... The reactants are ClC1=NC2=CC=CC=C2C(=N1)N1C(C2=CC=CC=C2CC1)C (2-Chloro-4-(1-Methyl-1,2,3,4-Tetrahydroisoquinoline-2-Yl)Quinazoline), FC1=CC(=C(N)C=C1)C (4-fluoro-2-methylaniline). Yield: 78.0%. Run in CN(C=O)C (dimethyl-formamide). As a reaction SMILES: [Cl:1][C:2]1[N:11]=[C:10]([N:12]2[CH2:21][CH2:20][C:19]3[C:14](=[CH:15][CH:16]=[CH:17][CH:18]=3)[CH:13]2[CH3:22])[C:9]2[C:4](=[CH:5][CH:6]=[CH:7][CH:8]=2)[N:3]=1.[F:23][C:24]1[CH:30]=[CH:29][C:27]([NH2:28])=[C:26]([CH3:31])[CH:25]=1>CN(C)C=O>[ClH:1].[F:23][C:24]1[CH:30]=[CH:29][C:27]([NH:28][C:2]2[N:11]=[C:10]([N:12]3[CH2:21][CH2:20][C:19]4[C:14](=[CH:15][CH:16]=[CH:17][CH:18]=4)[CH:13]3[CH3:22])[C:9]3[C:4](=[CH:5][CH:6]=[CH:7][CH:8]=3)[N:3]=2)=[C:26]([CH3:31])[CH:25]=1 |f:3.4|. Product: Cl.FC1=CC(=C(C=C1)NC1=NC2=CC=CC=C2C(=N1)N1C(C2=CC=CC=C2CC1)C)C (2-(4-Fluoro-2-Methylphenyl-Amino)-4-(1-Methyl-1,2,3,4-Tetrahydroisoquinoline-2-Yl) Quinazoline Hydrochloride). Procedure: In accordance with the same procedures as in Example 14, except that to a mixture of 1.61 g of the compound (5.20 mM) prepared in Example 2 and 15 ml of dimethyl-formamide, 0.89 ml of 4-fluoro-2-methylaniline(10.9 mM) was added, 1.76 g of the title compound was prepared. Reactants: COC=1C=C(OC2=NN=NN2)C=C(C1)OC (5-(3,5-dimethoxyphenoxy)-1H-tetrazole), O (water), [Cl-].[Al+3].[Cl-].[Cl-] (aluminum chloride), [Cl-].[Al+3].[Cl-].[Cl-] (aluminum chloride), C1=CC=CC=C1 (benzene). Run in CO (methanol). The product is OC=1C=C(OC2=NN=NN2)C=C(C1)O (5-(3,5-dihydroxyphenoxy)-1H-tetrazole). Reaction SMILES: C[O:2][C:3]1[CH:4]=[C:5]([CH:12]=[C:13]([O:15]C)[CH:14]=1)[O:6][C:7]1[NH:11][N:10]=[N:9][N:8]=1.[Cl-].[Al+3].[Cl-].[Cl-].C1C=CC=CC=1.O>CO>[OH:15][C:13]1[CH:12]=[C:5]([CH:4]=[C:3]([OH:2])[CH:14]=1)[O:6][C:7]1[NH:11][N:10]=[N:9][N:8]=1 |f:1.2.3.4|. Procedure: A mixture of 38.3 g. of 5-(3,5-dimethoxyphenoxy)-1H-tetrazole, 68 g. of anhydrous aluminum chloride, and 400 ml. of benzene was heated under reflux for about one and one-half hours. A mixture of 150 ml. of water and 30 ml. of methanol was added slowly to the aluminum chloride mixture. The solution was then stirred and allowed to cool. The aqueous layer was separated and extracted with ethyl acetate. After the ethyl acetate was evaporated, the product was crystallized from water. The weight of th... Starting materials: C(C)OC(C(\C=C(/[O-])\C1=CC(=CC=C1)C(F)(F)F)=O)=O.[Li+] (Lithium (1Z)-4-ethoxy-3,4-dioxo-1-[3-(trifluoromethyl)phenyl]but-1-en-1-olate), Cl.C1(=CC=C(C=C1)NN)C (4-tolylhydrazine hydrochloride). Product: CC1=CC=C(C=C1)N1N=C(C=C1C1=CC(=CC=C1)C(F)(F)F)C(=O)OCC (Ethyl 1-(4-methylphenyl)-5-[3-(trifluoromethyl)phenyl]-1H-pyrazole-3-carboxylate). Isolated yield 67.0%. As a reaction SMILES: [CH2:1]([O:3][C:4](=[O:20])[C:5](=O)/[CH:6]=[C:7](/[C:9]1[CH:14]=[CH:13][CH:12]=[C:11]([C:15]([F:18])([F:17])[F:16])[CH:10]=1)\[O-])[CH3:2].[Li+].Cl.[C:23]1([CH3:31])[CH:28]=[CH:27][C:26]([NH:29][NH2:30])=[CH:25][CH:24]=1>>[CH3:31][C:23]1[CH:28]=[CH:27][C:26]([N:29]2[C:7]([C:9]3[CH:14]=[CH:13][CH:12]=[C:11]([C:15]([F:18])([F:17])[F:16])[CH:10]=3)=[CH:6][C:5]([C:4]([O:3][CH2:1][CH3:2])=[O:20])=[N:30]2)=[CH:25][CH:24]=1 |f:0.1,2.3|. Procedure: Starting from 631.5 mg (2.15 mmol) of lithium (1Z)-4-ethoxy-3,4-dioxo-1-[3-(trifluoromethyl)phenyl]but-1-en-1-olate from example 1A and 463.2 mg (2.92 mmol) of 4-tolylhydrazine hydrochloride, 535.8 mg (1.4 mmol, 67% yield of theory) of product are obtained according the method described in example 4A. The reactants are NC1=C2CCN(CC2=CC=C1)C (5-amino-2-methyl-1,2,3,4-tetrahydroisoquinoline), C(C1=CC=CC=C1)OC1=CC(=C(C(=O)O)C=C1Cl)OC (4-benzyloxy-5-chloro-2-methoxybenzoic acid). Product: CN1CC2=CC=CC(=C2CC1)NC(C1=C(C=C(C(=C1)Cl)OCC1=CC=CC=C1)OC)=O (N-(2-Methyl-1,2,3,4-tetrahydroisoquinolin-5-yl)-4-benzyloxy-5-chloro-2-methoxybenzamide). As a reaction SMILES: [NH2:1][C:2]1[CH:11]=[CH:10][CH:9]=[C:8]2[C:3]=1[CH2:4][CH2:5][N:6]([CH3:12])[CH2:7]2.[CH2:13]([O:20][C:21]1[C:29]([Cl:30])=[CH:28][C:24]([C:25](O)=[O:26])=[C:23]([O:31][CH3:32])[CH:22]=1)[C:14]1[CH:19]=[CH:18][CH:17]=[CH:16][CH:15]=1>>[CH3:12][N:6]1[CH2:5][CH2:4][C:3]2[C:8](=[CH:9][CH:10]=[CH:11][C:2]=2[NH:1][C:25](=[O:26])[C:24]2[CH:28]=[C:29]([Cl:30])[C:21]([O:20][CH2:13][C:14]3[CH:19]=[CH:18][CH:17]=[CH:16][CH:15]=3)=[CH:22][C:23]=2[O:31][CH3:32])[CH2:7]1. Procedure: The title compound was prepared in an analogous manner to Example 1 from 5-amino-2-methyl-1,2,3,4-tetrahydroisoquinoline and 4-benzyloxy-5-chloro-2-methoxybenzoic acid.